From a dataset of the Open Reaction Database (ORD), a public repository of structured organic reaction records. describe an organic reaction: reactants, conditions, products, and yield Reactants: C(=O)C1=CC=C(S1)C(=O)OCC (ethyl 5-formylthiophene-2-carboxylate), CC(C(C)=O)=NO (2,3-butanedione-2-oxime), Cl.C(C)(=O)OCC (hydrogenchloride ethyl acetate). Conditions: time 15 hour. Product: ClCC=1N=C(OC1C)C1=CC=C(S1)C(=O)OCC (ethyl 5-(4-chloromethyl-5-methyl-1,3-oxazol-2-yl)thiophene-2-carboxylate). The yield is 24.0%. RXN SMILES: [CH:1]([C:3]1[S:7][C:6]([C:8]([O:10][CH2:11][CH3:12])=[O:9])=[CH:5][CH:4]=1)=[O:2].[CH3:13][C:14](=[N:18]O)[C:15](=O)[CH3:16].[ClH:20].C(OCC)(=O)C>>[Cl:20][CH2:13][C:14]1[N:18]=[C:1]([C:3]2[S:7][C:6]([C:8]([O:10][CH2:11][CH3:12])=[O:9])=[CH:5][CH:4]=2)[O:2][C:15]=1[CH3:16] |f:2.3|. Procedure details: A mixture of ethyl 5-formylthiophene-2-carboxylate (14.6 g), 2,3-butanedione-2-oxime (8.02 g) and 4N hydrogenchloride-ethyl acetate (300 mL) was stirred at room temperature for 15 hrs. The reaction mixture was concentrated, diethyl ether was added to the residue to allow precipitation of crystals, and crystals were collected by filtration. A mixture of the obtained crystal, tetrahydrofuran (500 mL) and thionyl chloride (14.16 g) was heated under reflux for 2 hrs. The reaction mixture was concent... As a reaction SMILES: ClC1C=CC=C(C(OO)=[O:9])C=1.[O:12]1[CH2:17][CH2:16][N:15]([C:18]2[CH:23]=[CH:22][N:21]=[C:20]([CH2:24][S:25][C:26]3[NH:30][C:29]4[CH:31]=[CH:32][C:33]([O:35][CH3:36])=[CH:34][C:28]=4[N:27]=3)[C:19]=2[Cl:37])[CH2:14][CH2:13]1.N>ClCCl>[O:12]1[CH2:13][CH2:14][N:15]([C:18]2[CH:23]=[CH:22][N:21]=[C:20]([CH2:24][S:25]([C:26]3[NH:30][C:29]4[CH:31]=[CH:32][C:33]([O:35][CH3:36])=[CH:34][C:28]=4[N:27]=3)=[O:9])[C:19]=2[Cl:37])[CH2:16][CH2:17]1. The product is O1CCN(CC1)C1=C(C(=NC=C1)CS(=O)C1=NC2=C(N1)C=CC(=C2)OC)Cl (2 -(4 -morpholino-3 -chloro-2 -pyridylmethylsulphinyl)-5 -methoxy-(1H)-benzimidazole). Reactants: N (ammonia), ClC1=CC(=CC=C1)C(=O)OO (m-chloroperbenzoic acid), O1CCN(CC1)C1=C(C(=NC=C1)CSC1=NC2=C(N1)C=CC(=C2)OC)Cl (2 -(4 -morpholino-3 -chloro-2 -pyridylmethylthio)-5 -methoxy- (1H)-benzimidazole). Conditions: time 1 hour. Procedure: A solution of m-chloroperbenzoic acid (1.61 g) in dichloromethane (75 ml) was added dropwise to a stirred solution of 2 -(4 -morpholino-3 -chloro-2 -pyridylmethylthio)-5 -methoxy- (1H)-benzimidazole (3.35 g) in dichloromethane (150 ml) cooled to -35°. After 1 hour, ammonia was passed through the solution for 5 minutes and the precipitate filtered off. The solution was evaporated under reduced pressure and the residue chromatographed (silica gel, 2 % CHCl3 /MEOH-NH3 ) to give an oil which was cry... The solvent is ClCCl (dichloromethane), ClCCl (dichloromethane). Starting materials: Cc1cc(C(=O)O)on1, Cl, Cl, Cl, NC1CCC(CCN2CCN(c3nccc4c3CCO4)CC2)CC1. The product is Cc1cc(C(=O)NC2CCC(CCN3CCN(c4nccc5c4CCO5)CC3)CC2)on1. As a reaction SMILES: [CH3:28][c:29]1[n:30][o:31][c:32]([C:34](=[O:35])[OH:36])[cH:33]1.[ClH:1].[ClH:2].[ClH:3].[O:4]1[CH2:5][CH2:6][c:7]2[c:8]([N:13]3[CH2:14][CH2:15][N:16]([CH2:19][CH2:20][CH:21]4[CH2:22][CH2:23][CH:24]([NH2:27])[CH2:25][CH2:26]4)[CH2:17][CH2:18]3)[n:9][cH:10][cH:11][c:12]21>>[O:4]1[CH2:5][CH2:6][c:7]2[c:8]([N:13]3[CH2:14][CH2:15][N:16]([CH2:19][CH2:20][CH:21]4[CH2:22][CH2:23][CH:24]([NH:27][C:34]([c:32]5[o:31][n:30][c:29]([CH3:28])[cH:33]5)=[O:35])[CH2:25][CH2:26]4)[CH2:17][CH2:18]3)[n:9][cH:10][cH:11][c:12]21. The product is C(C)OC(=O)C1=NNC(=C1)C=1SC=CN1 (5-(thiazol-2-yl)pyrazole-3-carboxylic acid ethyl ester). Run in C(C)O (ethanol). The reactants are C(C)OC(C(CC(C=1SC=CN1)=O)=O)=O (2,4-diketo-4-(thiazol-2-yl)butyric acid ethyl ester), O.NN (hydrazine hydrate). Reaction SMILES: [CH2:1]([O:3][C:4](=[O:15])[C:5](=O)[CH2:6][C:7](=O)[C:8]1[S:9][CH:10]=[CH:11][N:12]=1)[CH3:2].O.[NH2:17][NH2:18]>C(O)C>[CH2:1]([O:3][C:4]([C:5]1[CH:6]=[C:7]([C:8]2[S:9][CH:10]=[CH:11][N:12]=2)[NH:18][N:17]=1)=[O:15])[CH3:2] |f:1.2|. Isolated yield 33.2%. Reported procedure: A mixture of 2,4-diketo-4-(thiazol-2-yl)butyric acid ethyl ester (9.88 g), hydrazine hydrate (1.74 g), and ethanol (25 ml) was refluxed for one hour, concentrated and the residue chromatographed (silica gel, EtOAc/Hex 1/2) to afford 2.58 g of 5-(thiazol-2-yl)pyrazole-3-carboxylic acid ethyl ester. NMR: 1.42 (t, 3H), 4.44 (q, 2H), 7.37 (s, 1H, 4-pyrazolyl H), 7.40, 7.75 (2d, 2H, thiazolyl H's). Starting materials: C(C)(C)(C)C1=NN(C(=C1)N)CC (3-tert-butyl-1-ethyl-1H-pyrazole-5-amine), [OH-].[Na+] (NaOH), ClC(=O)OCC(Cl)(Cl)Cl (2,2,2-trichloroethyl chloroformate). The yield is 7.6%. Product: ClC(COC(NC=1N(N=C(C1)C(C)(C)C)CC)=O)(Cl)Cl ([5-tert-Butyl-2-ethyl-2H-pyrazol-3-yl]carbamic acid 2,2,2-trichloroethyl ester). As a reaction SMILES: [C:1]([C:5]1[CH:9]=[C:8]([NH2:10])[N:7]([CH2:11][CH3:12])[N:6]=1)([CH3:4])([CH3:3])[CH3:2].[OH-].[Na+].Cl[C:16]([O:18][CH2:19][C:20]([Cl:23])([Cl:22])[Cl:21])=[O:17]>C(OCC)(=O)C.O>[Cl:21][C:20]([Cl:23])([Cl:22])[CH2:19][O:18][C:16](=[O:17])[NH:10][C:8]1[N:7]([CH2:11][CH3:12])[N:6]=[C:5]([C:1]([CH3:4])([CH3:2])[CH3:3])[CH:9]=1 |f:1.2|. Run in O (water), C(C)(=O)OCC (ethyl acetate). Reported procedure: To a stirred mixture of 3-tert-butyl-1-ethyl-1H-pyrazole-5-amine (0.500 g, 2.99 mmol) in ethyl acetate (7.5 mL) and 1 M aqueous NaOH (7.5 mL, 7.5 mmol), cooled in an ice bath, was added 2,2,2-trichloroethyl chloroformate (0.453 mL, 3.29 mmol) and the mixture was stirred for 45 min. The mixture was diluted with water and extracted twice with ethyl acetate. The combined organic extracts were dried (MgSO4) and evaporated. The residue was crystallised from pentane-diethyl ether (1:1) to give the tit... Conditions: time 45 minute. Starting materials: O=C(Cl)c1ccc(N2CCC(c3cc(Cl)cc(Cl)c3)(C(F)(F)F)C2)cc1, O=C(Cl)c1ccc(N2CCC(c3cc(Cl)cc(Cl)c3)(C(F)(F)F)C2)cc1[N+](=O)[O-], O=C(Cl)c1ccc(N2CCC(c3cc(C(F)(F)F)cc(C(F)(F)F)c3)(C(F)(F)F)C2)cc1[N+](=O)[O-]. Product: O=C(O)c1ccc(N2CCC(c3cc(Cl)cc(Cl)c3)(C(F)(F)F)C2)cc1. RXN SMILES: [Cl:1][c:2]1[cH:3][c:4]([C:9]2([C:23]([F:24])([F:25])[F:26])[CH2:10][N:11]([c:14]3[cH:15][cH:16][c:17]([C:18](=[O:19])[Cl:20])[cH:21][cH:22]3)[CH2:12][CH2:13]2)[cH:5][c:6]([Cl:8])[cH:7]1.[Cl:27][c:28]1[cH:29][c:30]([C:31]2([C:32]([F:33])([F:34])[F:35])[CH2:36][CH2:37][N:38]([c:39]3[cH:40][cH:41][c:42]([C:43]([Cl:44])=[O:45])[c:46]([N+:47]([O-:48])=[O:49])[cH:50]3)[CH2:51]2)[cH:52][c:53]([Cl:54])[cH:55]1.[F:56][C:57]([F:58])([F:59])[c:60]1[cH:61][c:62]([C:63]2([C:64]([F:65])([F:66])[F:67])[CH2:68][CH2:69][N:70]([c:71]3[cH:72][cH:73][c:74]([C:75]([Cl:76])=[O:77])[c:78]([N+:79]([O-:80])=[O:81])[cH:82]3)[CH2:83]2)[cH:84][c:85]([C:86]([F:87])([F:88])[F:89])[cH:90]1>>[Cl:1][c:2]1[cH:3][c:4]([C:9]2([C:23]([F:24])([F:25])[F:26])[CH2:10][N:11]([c:14]3[cH:15][cH:16][c:17]([C:18]([OH:19])=[O:45])[cH:21][cH:22]3)[CH2:12][CH2:13]2)[cH:5][c:6]([Cl:8])[cH:7]1. Starting materials: CCOC(=O)CC(=O)OCC, CCO, BrCCCCCCC1CCCC1, [Na]. Yields the product CCOC(=O)C1(CCCCCCC2CCCC2)CO1. Reaction SMILES: [CH2:13]([O:14][C:16]([CH2:17][C:18](=[O:19])[O:20][CH2:21][CH3:22])=[O:23])[CH3:15].[CH3:25][CH2:26][OH:27].[CH:1]1([CH2:6][CH2:7][CH2:8][CH2:9][CH2:10][CH2:11][Br:12])[CH2:2][CH2:3][CH2:4][CH2:5]1.[Na:24]>>[CH:1]1([CH2:6][CH2:7][CH2:8][CH2:9][CH2:10][CH2:11][C:17]2([C:18](=[O:19])[O:20][CH2:21][CH3:22])[CH2:16][O:23]2)[CH2:2][CH2:3][CH2:4][CH2:5]1. Reactants: Cc1ccccc1, O=C=Nc1ccc(F)cc1F, COc1cc2nccc(Oc3ccc(N)cc3)c2cc1C#N. Yields the product COc1cc2nccc(Oc3ccc(NC(=O)Nc4ccc(F)cc4F)cc3)c2cc1C#N. As a reaction SMILES: [CH3:34][c:35]1[cH:36][cH:37][cH:38][cH:39][cH:40]1.[F:23][c:24]1[c:25]([N:31]=[C:32]=[O:33])[cH:26][cH:27][c:28]([F:30])[cH:29]1.[NH2:1][c:2]1[cH:3][cH:4][c:5]([O:6][c:7]2[cH:8][cH:9][n:10][c:11]3[cH:12][c:13]([O:19][CH3:20])[c:14]([C:17]#[N:18])[cH:15][c:16]23)[cH:21][cH:22]1>>[NH:1]([c:2]1[cH:3][cH:4][c:5]([O:6][c:7]2[cH:8][cH:9][n:10][c:11]3[cH:12][c:13]([O:19][CH3:20])[c:14]([C:17]#[N:18])[cH:15][c:16]23)[cH:21][cH:22]1)[C:32]([NH:31][c:25]1[c:24]([F:23])[cH:29][c:28]([F:30])[cH:27][cH:26]1)=[O:33].